Dataset: the Open Reaction Database (ORD), a public repository of structured organic reaction records. Task: describe an organic reaction: reactants, conditions, products, and yield Starting materials: P(Cl)(Cl)Cl (Phosphorus trichloride), CC1S([C@H]2N(C(=C1)C(=O)OCC(Cl)(Cl)Cl)C(C2NC(CC2=CC=CC=C2)=O)=O)=O (2,2,2-trichloroethyl 2-methyl-7-(2-phenylacetamido)-3-cephem-4-carboxylate-1-oxide), C(C)(=O)OCC (ethyl acetate), ice water. Run in CN(C=O)C (dimethylformamide). Conditions: time 1 hour. Yields the product CC1S[C@H]2N(C(=C1)C(=O)OCC(Cl)(Cl)Cl)C(C2NC(CC2=CC=CC=C2)=O)=O (2,2,2-trichloroethyl 2-methyl-7-(2-phenylacetamido)-3-cephem-4-carboxylate). The yield is 61.8%. As a reaction SMILES: P(Cl)(Cl)Cl.[CH3:5][CH:6]1[CH:11]=[C:10]([C:12]([O:14][CH2:15][C:16]([Cl:19])([Cl:18])[Cl:17])=[O:13])[N:9]2[C:20](=[O:32])[CH:21]([NH:22][C:23](=[O:31])[CH2:24][C:25]3[CH:30]=[CH:29][CH:28]=[CH:27][CH:26]=3)[C@H:8]2[S:7]1=O.C(OCC)(=O)C>CN(C)C=O>[CH3:5][CH:6]1[CH:11]=[C:10]([C:12]([O:14][CH2:15][C:16]([Cl:17])([Cl:18])[Cl:19])=[O:13])[N:9]2[C:20](=[O:32])[CH:21]([NH:22][C:23](=[O:31])[CH2:24][C:25]3[CH:26]=[CH:27][CH:28]=[CH:29][CH:30]=3)[C@H:8]2[S:7]1. Reported procedure: Phosphorus trichloride (0.5 ml.) was dropwise added under ice-cooling to a solution of 2,2,2-trichloroethyl 2-methyl-7-(2-phenylacetamido)-3-cephem-4-carboxylate-1-oxide (0.72 g.) in dimethylformamide (5 ml.) and the mixture was stirred for 1 hour at the same temperature. After the reaction, the reaction mixture was poured into a mixture of ethyl acetate (40 ml.) and ice-water (40 ml.), and the ethyl acetate layer was separated. The aqueous layer was further extracted with ethyl acetate (10 ml.)... Reactants: [B-](F)(F)(F)F.C1=CC=C[CH+]C=C1 (cycloheptatrienyl tetrafluoroborate), CO (methanol), C([O-])(O)=O.[Na+] (sodium bicarbonate). Solvent: O (water). The product is COC1C=CC=CC=C1 (7-methoxy-1,3,5-cycloheptatriene). RXN SMILES: [B-](F)(F)(F)F.[CH:6]1[CH:12]=[CH:11][CH+:10][CH:9]=[CH:8][CH:7]=1.CO.[C:15](=O)(O)[O-:16].[Na+]>O>[CH3:15][O:16][CH:6]1[CH:12]=[CH:11][CH:10]=[CH:9][CH:8]=[CH:7]1 |f:0.1,3.4|. Procedure details: 1-methoxy-1,3,5-cycloheptatriene can be produced from cycloheptatrienyl tetrafluoroborate (I) as described in Conrow K 1963 Organic Synthesis 43, 101. The reaction of (I) with methanol and sodium bicarbonate in water gives 7-methoxy-1,3,5-cycloheptatriene (II), (reference Conrow K1961, J. Am. Chem. Soc. 83,2342). The 1-methoxy-1,3,5-cycloheptriene can be made by the thermal isomerisation of (II) by heating at 150° for 2.5 hours in nitrogen atmosphere in the presence of antioxidants and absence o... The reactants are CCO, Cl, [Fe], COC(=O)Cc1ccc(Oc2cccc([N+](=O)[O-])c2)cc1, O. The product is COC(=O)Cc1ccc(Oc2cccc(N)c2)cc1. As a reaction SMILES: [CH3:24][CH2:25][OH:26].[ClH:2].[Fe:27].[N+:3]([O-:4])(=[O:5])[c:6]1[cH:7][c:8]([O:9][c:10]2[cH:11][cH:12][c:13]([CH2:16][C:17](=[O:18])[O:19][CH3:20])[cH:14][cH:15]2)[cH:21][cH:22][cH:23]1.[OH2:1]>>[NH2:3][c:6]1[cH:7][c:8]([O:9][c:10]2[cH:11][cH:12][c:13]([CH2:16][C:17](=[O:18])[O:19][CH3:20])[cH:14][cH:15]2)[cH:21][cH:22][cH:23]1.